From a dataset of the Open Reaction Database (ORD), a public repository of structured organic reaction records. describe an organic reaction: reactants, conditions, products, and yield The reactants are FC1=CC=C(C#N)C=C1 (4-fluorobenzonitrile), C(C1=CC=CC=C1)S (benzyl mercaptan), C([O-])([O-])=O.[Cs+].[Cs+] (cesium carbonate). Solvent: CN1CCCC1=O (NMP). Conditions: temperature 120 celsius. Product: C(C1=CC=CC=C1)SC1=CC=C(C#N)C=C1 (4-Benzylthio-benzonitrile). The yield is 30.6%. As a reaction SMILES: F[C:2]1[CH:9]=[CH:8][C:5]([C:6]#[N:7])=[CH:4][CH:3]=1.[CH2:10]([SH:17])[C:11]1[CH:16]=[CH:15][CH:14]=[CH:13][CH:12]=1.C(=O)([O-])[O-].[Cs+].[Cs+]>CN1C(=O)CCC1>[CH2:10]([S:17][C:2]1[CH:9]=[CH:8][C:5]([C:6]#[N:7])=[CH:4][CH:3]=1)[C:11]1[CH:16]=[CH:15][CH:14]=[CH:13][CH:12]=1 |f:2.3.4|. Procedure details: Mix under argon atmosphere 4-fluorobenzonitrile (1.21 g, 10 mmol), benzyl mercaptan (1.86 g, 15 mmol), and cesium carbonate (6.5 g, 20 mmol) in anhydrous NMP (20 mL). Degas the flask and fill with argon. Heat at 120° C. for 3 h. Cool to ambient temperature, dilute with EtOAc, filter and wash with 1N aqueous HCl. Separate the organic layer, dry over Na2SO4 and concentrate in vacuo. Purify by chromatography on silica gel eluting with hexane/EtOAc (1:0 and 9:1) to obtain the desired intermediate (6...